From a dataset of the Open Reaction Database (ORD), a public repository of structured organic reaction records. describe an organic reaction: reactants, conditions, products, and yield The reactants are ClCCl, [Cl-], C[Si](C)(C)OS(=O)(=O)C(F)(F)F, c1ccc([I+]c2ccccc2)cc1. The product is O=S(=O)([O-])C(F)(F)F, c1ccc([I+]c2ccccc2)cc1. As a reaction SMILES: [CH2:27]([Cl:28])[Cl:29].[Cl-:1].[S:15](=[O:16])(=[O:17])([C:18]([F:19])([F:20])[F:21])[O:22][Si:23]([CH3:24])([CH3:25])[CH3:26].[c:2]1([I+:8][c:9]2[cH:10][cH:11][cH:12][cH:13][cH:14]2)[cH:3][cH:4][cH:5][cH:6][cH:7]1>>[S:15](=[O:16])(=[O:17])([C:18]([F:19])([F:20])[F:21])[O-:22].[c:2]1([I+:8][c:9]2[cH:10][cH:11][cH:12][cH:13][cH:14]2)[cH:3][cH:4][cH:5][cH:6][cH:7]1.